Dataset: the Open Reaction Database (ORD), a public repository of structured organic reaction records. Task: describe an organic reaction: reactants, conditions, products, and yield Starting materials: ClC=1C(=C(C=CC1)CN(C(CNC(OC(C)(C)C)=O)=O)C=1N=C(SC1C#N)N1CCOCC1)C (1,1-dimethylethyl (2-{[(3-chloro-2-methylphenyl)methyl][5-cyano-2-(4-morpholinyl)-1,3-thiazol-4-yl]amino}-2-oxoethyl)carbamate), B1(OO1)[O-].O.O.O.O.[Na+] (sodium perborate tetrahydrate), Cl (HCl), O1CCOCC1 (dioxane). The solvent is CO (Methanol), O (Water), CCOC(=O)C (EtOAc). Reaction conditions: temperature 55 celsius, time 2 hour. Product: NCC1=NC(C2=C(N1CC1=C(C(=CC=C1)Cl)C)N=C(S2)N2CCOCC2)=O (5-(aminomethyl)-4-[(3-chloro-2-methylphenyl)methyl]-2-(4-morpholinyl)[1,3]thiazolo[4,5-d]pyrimidin-7(4H)-one). Isolated yield 7.5%. Reaction SMILES: [Cl:1][C:2]1[C:3]([CH3:34])=[C:4]([CH2:8][N:9]([C:21]2[N:22]=[C:23]([N:28]3[CH2:33][CH2:32][O:31][CH2:30][CH2:29]3)[S:24][C:25]=2[C:26]#[N:27])[C:10](=O)[CH2:11][NH:12]C(=O)OC(C)(C)C)[CH:5]=[CH:6][CH:7]=1.B1([O-])O[O:36]1.O.O.O.O.[Na+].Cl.O1CCOCC1>CO.O.CCOC(C)=O>[NH2:12][CH2:11][C:10]1[N:9]([CH2:8][C:4]2[CH:5]=[CH:6][CH:7]=[C:2]([Cl:1])[C:3]=2[CH3:34])[C:21]2[N:22]=[C:23]([N:28]3[CH2:33][CH2:32][O:31][CH2:30][CH2:29]3)[S:24][C:25]=2[C:26](=[O:36])[N:27]=1 |f:1.2.3.4.5.6|. Procedure details: To a solution of 1,1-dimethylethyl (2-{[(3-chloro-2-methylphenyl)methyl][5-cyano-2-(4-morpholinyl)-1,3-thiazol-4-yl]amino}-2-oxoethyl)carbamate (150 mg, 0.296 mmol) in Methanol (5 mL) and Water (5.00 mL) was added sodium perborate tetrahydrate (137 mg, 0.889 mmol). The mixture was stirred at 55° C. for 2 hr and then diluted in 100 mL EtOAc. After washed with 100 mL H2O, the organic layer was concentrated and diluted in 10 mL DCM, to which was added 4M HCl in dioxane (0.371 mL, 1.482 mmol). The m...